From a dataset of the Open Reaction Database (ORD), a public repository of structured organic reaction records. describe an organic reaction: reactants, conditions, products, and yield Reactants: CC=1C=CC(=C(C1)NC(OC(C)(C)C)=O)B1OC(C(O1)(C)C)(C)C (tert-butyl 5-methyl-2-(4,4,5,5-tetramethyl-1,3,2-dioxaborolan-2-yl)phenylcarbamate), ClC=1C(=NC=C(C1)C#CC1=C(C=C(C=C1)N(C)C)C)C#N (3-chloro-5-((4-(dimethylamino)-2-methylphenyl)ethynyl)picolinonitrile), tetrakis(triphenyl-phosphine)palladium, C([O-])([O-])=O.[Na+].[Na+] (sodium carbonate). The solvent is C1(=CC=CC=C1)C.C(C)O (toluene ethanol), CO (methanol). The product is CN(C1=CC(=C(C=C1)C#CC=1C=NC2=C(N=C3C(=C2C1)C=CC(=C3)C)N)C)C (2-((4-(dimethylamino)-2-methylphenyl)ethynyl)-8-methylbenzo[f][1,7]naphthyridin-5-amine). As a reaction SMILES: [CH3:1][C:2]1[CH:3]=[CH:4][C:5](B2OC(C)(C)C(C)(C)O2)=[C:6]([NH:8]C(=O)OC(C)(C)C)[CH:7]=1.Cl[C:26]1[C:27]([C:44]#[N:45])=[N:28][CH:29]=[C:30]([C:32]#[C:33][C:34]2[CH:39]=[CH:38][C:37]([N:40]([CH3:42])[CH3:41])=[CH:36][C:35]=2[CH3:43])[CH:31]=1.C(=O)([O-])[O-].[Na+].[Na+]>C1(C)C=CC=CC=1.C(O)C.CO>[CH3:41][N:40]([CH3:42])[C:37]1[CH:38]=[CH:39][C:34]([C:33]#[C:32][C:30]2[CH:29]=[N:28][C:27]3[C:26]([CH:31]=2)=[C:5]2[CH:4]=[CH:3][C:2]([CH3:1])=[CH:7][C:6]2=[N:8][C:44]=3[NH2:45])=[C:35]([CH3:43])[CH:36]=1 |f:2.3.4,5.6|. Reported procedure: A solution of tert-butyl 5-methyl-2-(4,4,5,5-tetramethyl-1,3,2-dioxaborolan-2-yl)phenylcarbamate (1.3 eq.) and 3-chloro-5-((4-(dimethylamino)-2-methylphenyl)ethynyl)picolinonitrile (from the previous step) (1.0 eq.), tetrakis(triphenyl-phosphine)palladium (10 mol %), and 2N aqueous sodium carbonate solution (2.0 eq.) in toluene/ethanol (2:1, 0.17 M) was stirred at 100° C. overnight. After cooling to ambient temperature, the reaction mixture was diluted with methanol. The insoluble solids were fi... Reactants: CCO, CCOC(=O)CCN(C)C(=O)c1ccc(NC(c2sc3ccccc3c2C)C2CCCCC2)cn1, [Na+], C1CCOC1, [OH-]. The product is Cc1c(C(Nc2ccc(C(=O)N(C)CCC(=O)O)nc2)C2CCCCC2)sc2ccccc12. Reaction SMILES: [CH3:43][CH2:44][OH:45].[CH:1]1([CH:7]([c:8]2[s:9][c:10]3[c:11]([c:12]2[CH3:13])[cH:14][cH:15][cH:16][cH:17]3)[NH:18][c:19]2[cH:20][cH:21][c:22]([C:25](=[O:26])[N:27]([CH2:28][CH2:29][C:30](=[O:31])[O:32][CH2:33][CH3:34])[CH3:35])[n:23][cH:24]2)[CH2:2][CH2:3][CH2:4][CH2:5][CH2:6]1.[Na+:42].[O:36]1[CH2:37][CH2:38][CH2:39][CH2:40]1.[OH-:41]>>[CH:1]1([CH:7]([c:8]2[s:9][c:10]3[c:11]([c:12]2[CH3:13])[cH:14][cH:15][cH:16][cH:17]3)[NH:18][c:19]2[cH:20][cH:21][c:22]([C:25](=[O:26])[N:27]([CH2:28][CH2:29][C:30](=[O:31])[OH:32])[CH3:35])[n:23][cH:24]2)[CH2:2][CH2:3][CH2:4][CH2:5][CH2:6]1. The product is N#Cc1ccc2c(c1)Cc1ccccc1-2. Reactants: CC(=O)[O-], CC(=O)O, [Cl-], [Na+], O, [NH3+]O, O=Cc1ccc2c(c1)Cc1ccccc1-2. As a reaction SMILES: [CH3:17][C:18](=[O:19])[O-:20].[CH3:24][C:25](=[O:26])[OH:27].[Cl-:21].[Na+:16].[OH2:28].[OH:22][NH3+:23].[cH:1]1[c:2]([CH:14]=[O:15])[cH:3][cH:4][c:5]2[c:13]1[CH2:12][c:11]1[c:6]-2[cH:7][cH:8][cH:9][cH:10]1>>[cH:1]1[c:2]([C:14]#[N:23])[cH:3][cH:4][c:5]2[c:13]1[CH2:12][c:11]1[c:6]-2[cH:7][cH:8][cH:9][cH:10]1. The reactants are Cl (hydrogen chloride), CC1=CC=C(C=C1)C(=O)C1=CC=2C(=CN=CC2)N1 ((4-methylphenyl)(1H-pyrrolo[2,3-c]pyridin-2-yl)methanone), C(C)(C)(C)OC(NCCON)=O (tert-butyl[2-(aminooxy)ethyl]carbamate). The solvent is C(C)O (ethanol). The product is CC1=CC=C(C=C1)C(C1=CC=2C(=CN=CC2)N1)=NOCCNC(OC(C)(C)C)=O (tert-butyl 2-[[[(4-methylphenyl)(1H-pyrrolo[2,3-c]pyridin-2-yl)methylene]amino]oxy]ethylcarbamate), oxime. RXN SMILES: [CH3:1][C:2]1[CH:7]=[CH:6][C:5]([C:8]([C:10]2[NH:18][C:13]3=[CH:14][N:15]=[CH:16][CH:17]=[C:12]3[CH:11]=2)=O)=[CH:4][CH:3]=1.[C:19]([O:23][C:24](=[O:30])[NH:25][CH2:26][CH2:27][O:28][NH2:29])([CH3:22])([CH3:21])[CH3:20].Cl>C(O)C>[CH3:1][C:2]1[CH:7]=[CH:6][C:5]([C:8](=[N:29][O:28][CH2:27][CH2:26][NH:25][C:24](=[O:30])[O:23][C:19]([CH3:21])([CH3:20])[CH3:22])[C:10]2[NH:18][C:13]3=[CH:14][N:15]=[CH:16][CH:17]=[C:12]3[CH:11]=2)=[CH:4][CH:3]=1. Reported procedure: (4-Methylphenyl)(1H-pyrrolo[2,3-c]pyridin-2-yl)methanone (Example 100) (130 mg, 0.55 mmol) and tert-butyl[2-(aminooxy)ethyl]carbamate (99 mg, 0.56 mmol) were combined in ethanol (8 mL). The pH of the mixture was adjusted to ca. 4 using 1 M ethereal hydrogen chloride and the reaction mixture was refluxed for 14 h. The solvent was removed under vacuum. The residue was dissolved in ethyl acetate, washed with saturated sodium bicarbonate solution and then brine, dried over sodium sulfate, and concen... The reactants are CCOC(=O)COc1ccccc1NC1CCN(C(=O)OC(C)(C)C)CC1, CO, Cl, [Na+], [OH-], O. The product is CC(C)(C)OC(=O)N1CCC(Nc2ccccc2OCC(=O)O)CC1. As a reaction SMILES: [C:1]([CH3:2])([CH3:3])([CH3:4])[O:5][C:6](=[O:7])[N:8]1[CH2:9][CH2:10][CH:11]([NH:14][c:15]2[c:16]([O:21][CH2:22][C:23](=[O:24])[O:25][CH2:26][CH3:27])[cH:17][cH:18][cH:19][cH:20]2)[CH2:12][CH2:13]1.[CH3:31][OH:32].[ClH:30].[Na+:29].[OH-:28].[OH2:33]>>[C:1]([CH3:2])([CH3:3])([CH3:4])[O:5][C:6](=[O:7])[N:8]1[CH2:9][CH2:10][CH:11]([NH:14][c:15]2[c:16]([O:21][CH2:22][C:23](=[O:24])[OH:25])[cH:17][cH:18][cH:19][cH:20]2)[CH2:12][CH2:13]1. Reactants: ClC=1C=C(C=CC1)C1=CC=C(N=N1)NN (6-(3-chlorophenyl)-3-hydrazinopyridazine), ClCC(=O)Cl (chloroacetyl chloride). Yields the product ClCC1=NN=C2N1N=C(C=C2)C2=CC(=CC=C2)Cl (3-(Chloromethyl)-6-(3-chlorophenyl)-1,2,4-triazolo[4,3-b]pyridazine). As a reaction SMILES: [Cl:1][C:2]1[CH:3]=[C:4]([C:8]2[N:13]=[N:12][C:11]([NH:14][NH2:15])=[CH:10][CH:9]=2)[CH:5]=[CH:6][CH:7]=1.[Cl:16][CH2:17][C:18](Cl)=O>>[Cl:16][CH2:17][C:18]1[N:12]2[N:13]=[C:8]([C:4]3[CH:5]=[CH:6][CH:7]=[C:2]([Cl:1])[CH:3]=3)[CH:9]=[CH:10][C:11]2=[N:14][N:15]=1. Procedure: As for Example 2, 6-(3-chlorophenyl)-3-hydrazinopyridazine is reacted with chloroacetyl chloride to give the product of the Example. Product: FC(S(=O)C1=CC=C(C=C1)/C=C/C=1OC=C(N1)COC1=CC=C(C=C1)CCCCC=1N=NNN1)(F)F (5-[4-(4-{2-[(E)-2-(-4-Trifluoromethanesulfinyl-phenyl)-vinyl]-oxazol-4-ylmethoxy}-phenyl)-butyl]-2H-tetrazole). Reaction conditions: time 15 minute. The reactants are [H-].[Na+] (sodium hydride), N=1NN=NC1CCCCC1=CC=C(C=C1)O (4-(4-2H-tetrazol-5-yl-butyl)-phenol), Cl (HCl), ClCC=1N=C(OC1)C=CC1=CC=C(C=C1)S(=O)C(F)(F)F (4-chloromethyl-2-[2-(4-trifluoromethanesulfinyl-phenyl)-vinyl]-oxazole). Procedure details: 47.5 mg (1.88 mmol) 95% sodium hydride were given at 0° C. to a solution of 200 mg (0.916 mmol) 4-(4-2H-tetrazol-5-yl-butyl)-phenol in 5.0 ml N,N-dimethylformamide and stirred for 15 min. 308 mg (0.916 mmol) 4-chloromethyl-2-[2-(4-trifluoromethanesulfinyl-phenyl)-vinyl]-oxazole were added and stirring continued at 25° C. for 2 h. The reaction mixture was neutralized with HCl, poured into water and the resulting precipitate washed with little methanol and diethyl ether. The obtained material (180... Isolated yield 16.9%. As a reaction SMILES: [H-].[Na+].[N:3]1[NH:4][N:5]=[N:6][C:7]=1[CH2:8][CH2:9][CH2:10][CH2:11][C:12]1[CH:17]=[CH:16][C:15]([OH:18])=[CH:14][CH:13]=1.Cl[CH2:20][C:21]1[N:22]=[C:23]([CH:26]=[CH:27][C:28]2[CH:33]=[CH:32][C:31]([S:34]([C:36]([F:39])([F:38])[F:37])=[O:35])=[CH:30][CH:29]=2)[O:24][CH:25]=1.Cl>CN(C)C=O.O>[F:39][C:36]([F:37])([F:38])[S:34]([C:31]1[CH:32]=[CH:33][C:28](/[CH:27]=[CH:26]/[C:23]2[O:24][CH:25]=[C:21]([CH2:20][O:18][C:15]3[CH:14]=[CH:13][C:12]([CH2:11][CH2:10][CH2:9][CH2:8][C:7]4[N:6]=[N:5][NH:4][N:3]=4)=[CH:17][CH:16]=3)[N:22]=2)=[CH:29][CH:30]=1)=[O:35] |f:0.1|. The solvent is CN(C=O)C (N,N-dimethylformamide), O (water). The reactants are CCOC(=O)C(=O)N1CC(Oc2ccccc2C(C)(C)C)C1, CCO, [Li+], [OH-]. Yields the product CC(C)(C)c1ccccc1OC1CN(C(=O)C(=O)O)C1. RXN SMILES: [C:1]([CH3:2])([CH3:3])([CH3:4])[c:5]1[c:6]([O:7][CH:8]2[CH2:9][N:10]([C:12]([C:13](=[O:14])[O:15][CH2:16][CH3:17])=[O:18])[CH2:11]2)[cH:19][cH:20][cH:21][cH:22]1.[CH3:25][CH2:26][OH:27].[Li+:23].[OH-:24]>>[C:1]([CH3:2])([CH3:3])([CH3:4])[c:5]1[c:6]([O:7][CH:8]2[CH2:9][N:10]([C:12]([C:13](=[O:14])[OH:15])=[O:18])[CH2:11]2)[cH:19][cH:20][cH:21][cH:22]1.